This data is from the Open Reaction Database (ORD), a public repository of structured organic reaction records. The task is: describe an organic reaction: reactants, conditions, products, and yield The reactants are C=[N+]=[N-], CCCCCCCCCCCCCCCCCC(CC(=O)O)C(=O)Nc1cccc2cnccc12. The product is CCCCCCCCCCCCCCCCCC(CC(=O)OC)C(=O)Nc1cccc2cnccc12. RXN SMILES: [N+:36](=[N-:37])=[CH2:38].[cH:1]1[n:2][cH:3][cH:4][c:5]2[c:6]([NH:11][C:12]([CH:13]([CH2:14][CH2:15][CH2:16][CH2:17][CH2:18][CH2:19][CH2:20][CH2:21][CH2:22][CH2:23][CH2:24][CH2:25][CH2:26][CH2:27][CH2:28][CH2:29][CH3:30])[CH2:31][C:32](=[O:33])[OH:34])=[O:35])[cH:7][cH:8][cH:9][c:10]12>>[cH:1]1[n:2][cH:3][cH:4][c:5]2[c:6]([NH:11][C:12]([CH:13]([CH2:14][CH2:15][CH2:16][CH2:17][CH2:18][CH2:19][CH2:20][CH2:21][CH2:22][CH2:23][CH2:24][CH2:25][CH2:26][CH2:27][CH2:28][CH2:29][CH3:30])[CH2:31][C:32](=[O:33])[O:34][CH3:38])=[O:35])[cH:7][cH:8][cH:9][c:10]12. The reactants are C1(CCCC1)OC([C@H](CC1=CC=CC=C1)NC(CCC=1C=C2C=C(NC2=CC1)C(NCCCCCCC(NO)=O)=O)=O)=O ((S)-2-{3-[2-(6-Hydroxycarbamoyl-hexylcarbamoyl)-1H-indol-5-yl]-propionylamino}-3-phenyl-propionic acid cyclopentyl ester), [OH-].[Na+] (NaOH). Run in C1CCOC1.CO (THF MeOH). Run at time 2 hour. Product: ONC(=O)CCCCCCNC(=O)C=1NC2=CC=C(C=C2C1)CCC(=O)N[C@H](C(=O)O)CC1=CC=CC=C1 ((S)-2-{3-[2-(6-Hydroxycarbamoyl-hexylcarbamoyl)-1H-indol-5-yl]-propionylamino}-3-phenyl-propionic acid). The yield is 47.7%. Reaction SMILES: C1([O:6][C:7](=[O:43])[C@@H:8]([NH:16][C:17](=[O:42])[CH2:18][CH2:19][C:20]2[CH:21]=[C:22]3[C:26](=[CH:27][CH:28]=2)[NH:25][C:24]([C:29](=[O:41])[NH:30][CH2:31][CH2:32][CH2:33][CH2:34][CH2:35][CH2:36][C:37](=[O:40])[NH:38][OH:39])=[CH:23]3)[CH2:9][C:10]2[CH:15]=[CH:14][CH:13]=[CH:12][CH:11]=2)CCCC1.[OH-].[Na+]>C1COCC1.CO>[OH:39][NH:38][C:37]([CH2:36][CH2:35][CH2:34][CH2:33][CH2:32][CH2:31][NH:30][C:29]([C:24]1[NH:25][C:26]2[C:22]([CH:23]=1)=[CH:21][C:20]([CH2:19][CH2:18][C:17]([NH:16][C@@H:8]([CH2:9][C:10]1[CH:11]=[CH:12][CH:13]=[CH:14][CH:15]=1)[C:7]([OH:43])=[O:6])=[O:42])=[CH:28][CH:27]=2)=[O:41])=[O:40] |f:1.2,3.4|. Reported procedure: Compound (100) (80 mg, 0.14 mmol) was dissolved in THF/MeOH (1 ml/0.5 ml) and 1.4 M NaOH (0.5 ml) added. The reaction was stirred at room temperature for 2 h. THF was removed by blowing a stream of N2 gas at the surface of the solution and the residual material purified by preparative HPLC to give compound (101) (34.9 mg), LCMS purity 95%, m/z 523 [M++H]+, 1H NMR (400 MHz, MeOD), δ: 1.35-1.50 (4H, m, alkyl), 1.60-1.75 (4H, m, alkyl), 2.15 (2H, br t, CH2), 2.55 (2H, br t, CH2), 2.95 (3 H, m, CH+C... Reactants: C([O-])([O-])=O.[Na+].[Na+] (sodium carbonate), C1(=CC=CC=C1)P(C1=CC=CC=2C(C3=CC=CC(=C3OC12)P(C1=CC=CC=C1)C1=CC=CC=C1)(C)C)C1=CC=CC=C1 (4,5-bis(diphenylphosphino)-9,9-dimethylxanthene), FC1=NC=CC=C1N1N=C(C=C1OS(=O)(=O)C(F)(F)F)C(=O)OCC (ethyl 1-(2-fluoropyridin-3-yl)-5-{[(trifluoromethyl)sulfonyl]oxy}-1H-pyrazole-3-carboxylate), BrC=1C=C(C=CC1)S (3-bromobenzenethiol). Reagents/catalysts: C=1C=CC(=CC1)/C=C/C(=O)/C=C/C2=CC=CC=C2.C=1C=CC(=CC1)/C=C/C(=O)/C=C/C2=CC=CC=C2.C=1C=CC(=CC1)/C=C/C(=O)/C=C/C2=CC=CC=C2.[Pd].[Pd] (tris(dibenzylideneacetone)dipalladium(0)). Run in C(C)(=O)OCC (Ethyl acetate), C1(=CC=CC=C1)C (toluene). Run at temperature 110 celsius, time 16 hour. Product: BrC=1C=C(C=CC1)SC1=CC(=NN1C=1C(=NC=CC1)F)C(=O)OCC (ethyl 5-[(3-bromophenyl)sulfanyl]-1-(2-fluoropyridin-3-yl)-1H-pyrazole-3-carboxylate), crude yellow oil. Reaction SMILES: [F:1][C:2]1[C:7]([N:8]2[C:12](OS(C(F)(F)F)(=O)=O)=[CH:11][C:10]([C:21]([O:23][CH2:24][CH3:25])=[O:22])=[N:9]2)=[CH:6][CH:5]=[CH:4][N:3]=1.[Br:26][C:27]1[CH:28]=[C:29]([SH:33])[CH:30]=[CH:31][CH:32]=1.C(=O)([O-])[O-].[Na+].[Na+].C1(P(C2C=CC=CC=2)C2C3OC4C(=CC=CC=4P(C4C=CC=CC=4)C4C=CC=CC=4)C(C)(C)C=3C=CC=2)C=CC=CC=1>C1(C)C=CC=CC=1.C1C=CC(/C=C/C(/C=C/C2C=CC=CC=2)=O)=CC=1.C1C=CC(/C=C/C(/C=C/C2C=CC=CC=2)=O)=CC=1.C1C=CC(/C=C/C(/C=C/C2C=CC=CC=2)=O)=CC=1.[Pd].[Pd].C(OCC)(=O)C>[Br:26][C:27]1[CH:28]=[C:29]([S:33][C:12]2[N:8]([C:7]3[C:2]([F:1])=[N:3][CH:4]=[CH:5][CH:6]=3)[N:9]=[C:10]([C:21]([O:23][CH2:24][CH3:25])=[O:22])[CH:11]=2)[CH:30]=[CH:31][CH:32]=1 |f:2.3.4,7.8.9.10.11|. Procedure: A solution of ethyl 1-(2-fluoropyridin-3-yl)-5-{[(trifluoromethyl)sulfonyl]oxy}-1H-pyrazole-3-carboxylate (767 mg), 3-bromobenzenethiol (567 mg) and sodium carbonate (424 mg) in toluene (10 mL) was sufficiently deaerated, tris(dibenzylideneacetone)dipalladium(0) (92 mg) and 4,5-bis(diphenylphosphino)-9,9-dimethylxanthene (116 mg) were added, and the mixture was further deaerated. Under an argon atmosphere at 110° C., the reaction mixture was stirred for 16 hr, and allowed to cool to room tempera... The reactants are O=C(O)c1ccnc(C(F)(F)F)c1, CNOC. The reagents and catalysts are C[N+](=C(N1CCOCC1)N2C3=C(C=C(C=C3)Cl)[N+](=N2)[O-])C.F[P-](F)(F)(F)(F)F (HDMC), CCN(C(C)C)C(C)C (DIPEA). Solvent: CN(C)C=O (DMF), CN(C)C=O (DMF), CN(C)C=O (DMF), CN(C)C=O (DMF), CN(C)C=O (DMF), CN(C)C=O (DMF). Run at temperature 25 celsius, time 2 hour. Product: CON(C)C(=O)c1ccnc(C(F)(F)F)c1. Isolated yield 70.2%. As a reaction SMILES: CNOC.O=C(O)c1ccnc(C(F)(F)F)c1.C[N+](=C(N1CCOCC1)N2C3=C(C=C(C=C3)Cl)[N+](=N2)[O-])C.F[P-](F)(F)(F)(F)F.CCN(C(C)C)C(C)C.CN(C)C=O>>CON(C)C(=O)c1ccnc(C(F)(F)F)c1. The reactants are CO, COC(=O)C(C)(Oc1ccc(-c2ccc(Cl)cc2)cc1)C(F)(F)F, [K+], [OH-]. The product is CC(Oc1ccc(-c2ccc(Cl)cc2)cc1)(C(=O)O)C(F)(F)F. As a reaction SMILES: [CH3:27][OH:28].[Cl:1][c:2]1[cH:3][cH:4][c:5](-[c:8]2[cH:9][cH:10][c:11]([O:12][C:13]([C:14](=[O:15])[O:16][CH3:17])([C:18]([F:19])([F:20])[F:21])[CH3:22])[cH:23][cH:24]2)[cH:6][cH:7]1.[K+:26].[OH-:25]>>[Cl:1][c:2]1[cH:3][cH:4][c:5](-[c:8]2[cH:9][cH:10][c:11]([O:12][C:13]([C:14](=[O:15])[OH:16])([C:18]([F:19])([F:20])[F:21])[CH3:22])[cH:23][cH:24]2)[cH:6][cH:7]1. Starting materials: Cl.C1C(CC2=CC=CC=C12)CN (2-indanmethanamine hydrochloride), ClC1=CC=C(CN2C(=CC3=CC=CC=C23)C(=O)N2CCC(CC2)C(=O)O)C=C1 (1-(1-(4-chlorobenzyl)-1H-indole-2-carbonyl)piperidine-4-carboxylic acid), C=1C=CC2=C(C1)N=NN2O (HOBT), CCN(C(C)C)C(C)C (DIPEA), C(CCl)Cl (EDC). Solvent: C(Cl)Cl (DCM), C(C)(=O)OCC (ethyl acetate). Reaction conditions: time 18 hour. Yields the product ClC1=CC=C(CN2C(=CC3=CC=CC=C23)C(=O)N2CCC(CC2)C(=O)NCC2CCC3=CC=CC=C23)C=C1 (1-(1-(4-chlorobenzyl)-1H-indole-2-carbonyl)-N-((2,3-dihydro-1H-inden-1-yl)methyl)piperidine-4-carboxamide). As a reaction SMILES: [Cl:1][C:2]1[CH:28]=[CH:27][C:5]([CH2:6][N:7]2[C:15]3[C:10](=[CH:11][CH:12]=[CH:13][CH:14]=3)[CH:9]=[C:8]2[C:16]([N:18]2[CH2:23][CH2:22][CH:21]([C:24](O)=[O:25])[CH2:20][CH2:19]2)=[O:17])=[CH:4][CH:3]=1.CCN(C(C)C)C(C)C.C(Cl)CCl.[CH:42]1[CH:43]=[CH:44][C:45]2N(O)N=N[C:46]=2[CH:47]=1.Cl.[CH2:53]1[C:61]2C(=CC=CC=2)C[CH:54]1[CH2:62][NH2:63]>C(OCC)(=O)C.C(Cl)Cl>[Cl:1][C:2]1[CH:28]=[CH:27][C:5]([CH2:6][N:7]2[C:15]3[C:10](=[CH:11][CH:12]=[CH:13][CH:14]=3)[CH:9]=[C:8]2[C:16]([N:18]2[CH2:23][CH2:22][CH:21]([C:24]([NH:63][CH2:62][CH:54]3[C:45]4[C:46](=[CH:47][CH:42]=[CH:43][CH:44]=4)[CH2:61][CH2:53]3)=[O:25])[CH2:20][CH2:19]2)=[O:17])=[CH:4][CH:3]=1 |f:4.5|. Procedure: The following was added sequentially to DCM (6 mL): 1-(1-(4-chlorobenzyl)-1H-indole-2-carbonyl)piperidine-4-carboxylic acid (134 mg, 0.340 mmol), DIPEA (0.178 mL, 1.019 mmol), EDC (78 mg, 0.408 mmol), HOBT (62.4 mg, 0.408 mmol), and 2-indanmethanamine hydrochloride (62 mg, 0.340 mmol). The mixture was stirred for 18 h at rt, at which time the solution diluted with a 1:1 solution of ethyl acetate:diethyl ether and washed with 1M HCl (1×), 10% aq. sodium carbonate (1×) and brine (1×). The organic ... The reactants are [Al+3], CCOCC, [H-], [H-], [H-], [H-], [Li+], O=NN1c2ccccc2OCC1c1ccccc1. Yields the product NN1c2ccccc2OCC1c1ccccc1. RXN SMILES: [Al+3:2].[CH2:25]([O:26][CH2:27][CH3:28])[CH3:29].[H-:1].[H-:4].[H-:5].[H-:6].[Li+:3].[N:7](=[O:8])[N:9]1[CH:10]([c:19]2[cH:20][cH:21][cH:22][cH:23][cH:24]2)[CH2:11][O:12][c:13]2[c:14]1[cH:15][cH:16][cH:17][cH:18]2>>[NH2:7][N:9]1[CH:10]([c:19]2[cH:20][cH:21][cH:22][cH:23][cH:24]2)[CH2:11][O:12][c:13]2[c:14]1[cH:15][cH:16][cH:17][cH:18]2. The reactants are Cl.FC1=CC=C(C=C1)C=1CCNCC1 (4-(p-fluorophenyl)-1,2,3,6-tetrahydropyridine hydrochloride), C(C)O (ethanol), BrCCOC1=CC=C(C=C1)[N+](=O)[O-] (p-(2-bromoethoxy)-nitrobenzene), C([O-])([O-])=O.[K+].[K+] (potassium carbonate). The solvent is O (water). Yields the product FC1=CC=C(C=C1)C=1CCN(CC1)CCOC1=CC=C(C=C1)[N+](=O)[O-] (4-(p-fluorophenyl)-1,2,3,6-tetrahydro-1-[2-(p-nitrophenoxy)ethyl]pyridine). RXN SMILES: Cl.[F:2][C:3]1[CH:8]=[CH:7][C:6]([C:9]2[CH2:10][CH2:11][NH:12][CH2:13][CH:14]=2)=[CH:5][CH:4]=1.Br[CH2:16][CH2:17][O:18][C:19]1[CH:24]=[CH:23][C:22]([N+:25]([O-:27])=[O:26])=[CH:21][CH:20]=1.C(=O)([O-])[O-].[K+].[K+].C(O)C>O>[F:2][C:3]1[CH:8]=[CH:7][C:6]([C:9]2[CH2:14][CH2:13][N:12]([CH2:16][CH2:17][O:18][C:19]3[CH:20]=[CH:21][C:22]([N+:25]([O-:27])=[O:26])=[CH:23][CH:24]=3)[CH2:11][CH:10]=2)=[CH:5][CH:4]=1 |f:0.1,3.4.5|. Procedure details: A mixture of 2.15 g. of 4-(p-fluorophenyl)-1,2,3,6-tetrahydropyridine hydrochloride, 2.5 g. of p-(2-bromoethoxy)-nitrobenzene, 2.8 g. of potassium carbonate, 20 ml. of ethanol and 2 ml. of water is refluxed for 3 days. After filtration the crude product crystallizes from the hot reaction mixture. It is purified by chromatography on silica gel using methylene chloride for elution. The 4-(p-fluorophenyl)-1,2,3,6-tetrahydro-1-[2-(p-nitrophenoxy)ethyl]pyridine obtained melts at 104°-107° after recry... The reactants are ClC1=NC=CC2=C1N(C=N2)C (4-chloro-3-methyl-3H-imidazo(4,5-c)pyridine), FC1=C(CN)C=CC=C1 (o-fluorobenzylamine). Yields the product FC1=C(CNC2=NC=CC3=C2N(C=N3)C)C=CC=C1 (4-o-fluorobenzylamino-3-methyl-3H-imidazo-(4,5-c)pyridine). Reaction SMILES: Cl[C:2]1[C:7]2[N:8]([CH3:11])[CH:9]=[N:10][C:6]=2[CH:5]=[CH:4][N:3]=1.[F:12][C:13]1[CH:20]=[CH:19][CH:18]=[CH:17][C:14]=1[CH2:15][NH2:16]>>[F:12][C:13]1[CH:20]=[CH:19][CH:18]=[CH:17][C:14]=1[CH2:15][NH:16][C:2]1[C:7]2[N:8]([CH3:11])[CH:9]=[N:10][C:6]=2[CH:5]=[CH:4][N:3]=1. Reported procedure: A mixture of 16.76 g of 4-chloro-3-methyl-3H-imidazo(4,5-c)pyridine and 30 g of o-fluorobenzylamine is melted at 180° for 2 hours. After customary working up, 4-o-fluorobenzylamino-3-methyl-3H-imidazo-(4,5-c)pyridine of m.p. 163°-164° is obtained. Starting materials: [Br-].COC1=C(C(=C(C(=C1)C)C#C\C(=C/C[P+](C1=CC=CC=C1)(C1=CC=CC=C1)C1=CC=CC=C1)\C)C)C ((Z)-[5-(4-methoxy-2,3,6-trimethylphenyl)-3-methyl-2-penten-4-ynyl]triphenylphosphonium bromide), crude product, O (water), [H][H] (hydrogen). Solvent: CO (methanol). Product: [Br-].COC1=C(C(=C(C(=C1)C)\C=C/C(=C\C[P+](C1=CC=CC=C1)(C1=CC=CC=C1)C1=CC=CC=C1)/C)C)C ((2Z,4Z)-[5-(4-methoxy-2,3,6-trimethylphenyl)-3-methyl-2,4-pentadienyl]triphenylphosphonium bromide). Isolated yield 89.0%. Reaction SMILES: [Br-:1].[CH3:2][O:3][C:4]1[CH:9]=[C:8]([CH3:10])[C:7]([C:11]#[C:12]/[C:13](/[CH3:35])=[CH:14]\[CH2:15][P+:16]([C:29]2[CH:34]=[CH:33][CH:32]=[CH:31][CH:30]=2)([C:23]2[CH:28]=[CH:27][CH:26]=[CH:25][CH:24]=2)[C:17]2[CH:22]=[CH:21][CH:20]=[CH:19][CH:18]=2)=[C:6]([CH3:36])[C:5]=1[CH3:37].O.[H][H]>CO>[Br-:1].[CH3:2][O:3][C:4]1[CH:9]=[C:8]([CH3:10])[C:7](/[CH:11]=[CH:12]\[C:13](\[CH3:35])=[CH:14]/[CH2:15][P+:16]([C:17]2[CH:22]=[CH:21][CH:20]=[CH:19][CH:18]=2)([C:23]2[CH:24]=[CH:25][CH:26]=[CH:27][CH:28]=2)[C:29]2[CH:30]=[CH:31][CH:32]=[CH:33][CH:34]=2)=[C:6]([CH3:36])[C:5]=1[CH3:37] |f:0.1,5.6|. Procedure: In a manner analogous to Example 2, a solution of 3.42 g of (Z)-[5-(4-methoxy-2,3,6-trimethylphenyl)-3-methyl-2-penten-4-ynyl]triphenylphosphonium bromide in 240 ml of methanol was hydrogenated in the presence of 1.8 g of water-moist Raney-nickel. 188 ml of hydrogen were taken up within 28 hours. The crude product (3.4 g), which contained 89.4% of (2Z,4Z)-[5-(4-methoxy-2,3,6-trimethylphenyl)-3-methyl-2,4-pentadienyl]triphenylphosphonium bromide (yield 89%), obtained after filtration and evaporat...